Dataset: the Open Reaction Database (ORD), a public repository of structured organic reaction records. Task: describe an organic reaction: reactants, conditions, products, and yield Starting materials: CN1C(C(N=C(C2=C1C=CC=C2)C2=CC=CC=C2)N)=O (1,3-dihydro-1-methyl-3(RS)-amino-5-phenyl-2H-1,4-benzodiazepin-2-one), ClC1=CC=C(C=C1)N=C=O (4-chlorophenyl isocyanate). Run in O1CCCC1 (tetrahydrofuran). Run at time 8 hour. Yields the product ClC1=CC=C(C=C1)NC(=O)NC1C(N(C2=C(C(=N1)C1=CC=CC=C1)C=CC=C2)C)=O (4-Chlorophenyl-N'-(2,3-dihydro-1-methyl-2-oxo-5-phenyl-1H-1,4-benzodiazepin-3-yl)-urea). As a reaction SMILES: [CH3:1][N:2]1[C:8]2[CH:9]=[CH:10][CH:11]=[CH:12][C:7]=2[C:6]([C:13]2[CH:18]=[CH:17][CH:16]=[CH:15][CH:14]=2)=[N:5][CH:4]([NH2:19])[C:3]1=[O:20].[Cl:21][C:22]1[CH:27]=[CH:26][C:25]([N:28]=[C:29]=[O:30])=[CH:24][CH:23]=1>O1CCCC1>[Cl:21][C:22]1[CH:27]=[CH:26][C:25]([NH:28][C:29]([NH:19][CH:4]2[N:5]=[C:6]([C:13]3[CH:14]=[CH:15][CH:16]=[CH:17][CH:18]=3)[C:7]3[CH:12]=[CH:11][CH:10]=[CH:9][C:8]=3[N:2]([CH3:1])[C:3]2=[O:20])=[O:30])=[CH:24][CH:23]=1. Procedure details: Equimolar amounts of 1,3-dihydro-1-methyl-3(RS)-amino-5-phenyl-2H-1,4-benzodiazepin-2-one and 4-chlorophenyl isocyanate were mixed in 8 ml of dry tetrahydrofuran at room temperature. The reaction mixture was allowed to stand for 8 hours and was then filtered. The collected solids were washed with tetrahydrofuran and dried in vacuo over P2O5 to give the analytical product.